This data is from the Open Reaction Database (ORD), a public repository of structured organic reaction records. The task is: describe an organic reaction: reactants, conditions, products, and yield The reactants are CN(C1=C(C=CC(=C1)[N+](=O)[O-])C1=NC2=NC=NC(C2=N1)=O)C (8-(2-dimethylamino-4-nitro-phenyl)purin-6-one), [H][H] (hydrogen). The reagents and catalysts are [Ni] (Raney nickel). Run in CO (methanol). Yields the product NC1=CC(=C(C=C1)C1=NC2=NC=NC(C2=N1)=O)N(C)C (8-(4-Amino-2-dimethylamino-phenyl)-purin-6-one). RXN SMILES: [CH3:1][N:2]([CH3:22])[C:3]1[CH:8]=[C:7]([N+:9]([O-])=O)[CH:6]=[CH:5][C:4]=1[C:12]1[N:20]=[C:19]2[C:14](=[N:15][CH:16]=[N:17][C:18]2=[O:21])[N:13]=1.[H][H]>CO.[Ni]>[NH2:9][C:7]1[CH:6]=[CH:5][C:4]([C:12]2[N:20]=[C:19]3[C:14](=[N:15][CH:16]=[N:17][C:18]3=[O:21])[N:13]=2)=[C:3]([N:2]([CH3:22])[CH3:1])[CH:8]=1. Reported procedure: An amount of 0.9 gm of 8-(2-dimethylamino-4-nitro-phenyl)purin-6-one is hydrogenated in 50 ml of methanol in the presence of 0.5 gm of Raney nickel at ambient temperature and under 5 bars of pressure with hydrogen for three hours until the calculated quantity has been taken up. After the catalyst has been subjected to suction filtration, the filtrate is evaporated to dryness in vacuo. The reactants are NC=1C=C2C=3CC(CCC3NC2=CC1)N(C)C (6-amino-3-(dimethyl)amino-1,2,3,4-tetrahydro-9H-carbazole), CC=1OC=CC1C(=O)O (2-methylfuran-3-carboxylic acid). The product is CC=1OC=CC1C(=O)NC=1C=C2C=3CC(CCC3NC2=CC1)N(C)C (6-(2-methylfur-3-oyl)amino-3-(dimethyl)amino-1,2,3,4-tetrahydro-9H-carbazole). The yield is 99.1%. RXN SMILES: [NH2:1][C:2]1[CH:3]=[C:4]2[C:12](=[CH:13][CH:14]=1)[NH:11][C:10]1[CH2:9][CH2:8][CH:7]([N:15]([CH3:17])[CH3:16])[CH2:6][C:5]2=1.[CH3:18][C:19]1[O:20][CH:21]=[CH:22][C:23]=1[C:24](O)=[O:25]>>[CH3:18][C:19]1[O:20][CH:21]=[CH:22][C:23]=1[C:24]([NH:1][C:2]1[CH:3]=[C:4]2[C:12](=[CH:13][CH:14]=1)[NH:11][C:10]1[CH2:9][CH2:8][CH:7]([N:15]([CH3:17])[CH3:16])[CH2:6][C:5]2=1)=[O:25]. Procedure: Beginning with 8.7 mg (0.038 mMol) 6-amino-3-(dimethyl)amino-1,2,3,4-tetrahydro-9H-carbazole and 11 mg (0.087 mMol) 2-methylfuran-3-carboxylic acid, 12.7 mg (99%) of the title compound were recovered as a beige solid. The reactants are Cl, CCC(=O)NCC(O)c1ccc(F)c(OC)c1. Product: CCCNCC(O)c1ccc(F)c(OC)c1. As a reaction SMILES: [ClH:18].[F:1][c:2]1[c:3]([O:16][CH3:17])[cH:4][c:5]([CH:8]([CH2:9][NH:10][C:11]([CH2:12][CH3:13])=[O:14])[OH:15])[cH:6][cH:7]1>>[F:1][c:2]1[c:3]([O:16][CH3:17])[cH:4][c:5]([CH:8]([CH2:9][NH:10][CH2:11][CH2:12][CH3:13])[OH:15])[cH:6][cH:7]1. Starting materials: ClC1=CC(=C2C(=N1)SC=C2C2=CC=CC=C2)NCC2=NC=CC=C2 ((6-chloro-3-phenyl-thieno[2,3-b]pyridin-4-yl)-pyridin-2-ylmethyl-amine), C(O)CN (ethanolamine). Run in C(Cl)Cl (DCM). Conditions: temperature 200 celsius. The product is C1(=CC=CC=C1)C1=CSC2=NC(=CC(=C21)NCC2=NC=CC=C2)NCCO (2-{3-phenyl-4-[(pyridin-2-ylmethyl)-amino]-thieno[2,3-b]pyridin-6-ylamino}-ethanol). Reaction SMILES: Cl[C:2]1[N:7]=[C:6]2[S:8][CH:9]=[C:10]([C:11]3[CH:16]=[CH:15][CH:14]=[CH:13][CH:12]=3)[C:5]2=[C:4]([NH:17][CH2:18][C:19]2[CH:24]=[CH:23][CH:22]=[CH:21][N:20]=2)[CH:3]=1.[CH2:25]([CH2:27][NH2:28])[OH:26]>C(Cl)Cl>[C:11]1([C:10]2[C:5]3[C:6](=[N:7][C:2]([NH:28][CH2:27][CH2:25][OH:26])=[CH:3][C:4]=3[NH:17][CH2:18][C:19]3[CH:24]=[CH:23][CH:22]=[CH:21][N:20]=3)[S:8][CH:9]=2)[CH:16]=[CH:15][CH:14]=[CH:13][CH:12]=1. Procedure details: A mixture of (6-chloro-3-phenyl-thieno[2,3-b]pyridin-4-yl)-pyridin-2-ylmethyl-amine (20 mg, 0.57 mmol) and ethanolamine (1 ml) were heated to 200° C. in the microwave and maintained at this temperature for 90 min. On cooling, the reaction mixture was poured into DCM (50 ml) and washed with water (2×50 ml), dried (Na2SO4), and concentrated. The residue was purified on silica (ethyl acetate, 100%) to give 2-{3-phenyl-4-[(pyridin-2-ylmethyl)-amino]-thieno[2,3-b]pyridin-6-ylamino}-ethanol as a white... Reactants: ClC=1C(C(=C(C(C1Cl)=O)C#N)C#N)=O (2,3-dichloro-5,6-dicyano-1,4-benzoquinone), C(=CC1=CC=CC=C1)C1=NNC=2C=C(CCC12)OC=1C=C(C=CC1)N (3-(3-styryl-4,5-dihydro-1H-indazol-6-yloxy)-phenylamine), C(C)(C)N(C(C)C)CC (N,N-diisopropylethylamine), C(C1=CC=CC=C1)(=O)Cl (benzoyl chloride). The solvent is O1CCOCC1 (1,4-dioxane), C(Cl)Cl (CH2Cl2), C(Cl)Cl (CH2Cl2). Conditions: time 15 minute. Product: C(=CC1=CC=CC=C1)C1=NNC2=CC(=CC=C12)OC=1C=C(C=CC1)NC(C1=CC=CC=C1)=O (N-[3-(3-Styryl-1H-indazol-6-yloxy)-phenyl]-benzamide). RXN SMILES: [CH:1]([C:9]1[C:17]2[CH2:16][CH2:15][C:14]([O:18][C:19]3[CH:20]=[C:21]([NH2:25])[CH:22]=[CH:23][CH:24]=3)=[CH:13][C:12]=2[NH:11][N:10]=1)=[CH:2][C:3]1[CH:8]=[CH:7][CH:6]=[CH:5][CH:4]=1.C(N(CC)C(C)C)(C)C.[C:35](Cl)(=[O:42])[C:36]1[CH:41]=[CH:40][CH:39]=[CH:38][CH:37]=1.ClC1C(=O)C(C#N)=C(C#N)C(=O)C=1Cl>C(Cl)Cl.O1CCOCC1>[CH:1]([C:9]1[C:17]2[C:12](=[CH:13][C:14]([O:18][C:19]3[CH:20]=[C:21]([NH:25][C:35](=[O:42])[C:36]4[CH:41]=[CH:40][CH:39]=[CH:38][CH:37]=4)[CH:22]=[CH:23][CH:24]=3)=[CH:15][CH:16]=2)[NH:11][N:10]=1)=[CH:2][C:3]1[CH:4]=[CH:5][CH:6]=[CH:7][CH:8]=1. Procedure: To a stirred solution of 3-(3-styryl-4,5-dihydro-1H-indazol-6-yloxy)-phenylamine (50 mg, 0.15 mmol) and N,N-diisopropylethylamine (54 μl, 0.31 mmol) in 5 mL of CH2Cl2, was added benzoyl chloride (36 μl, 0.31 mmol). After 15 min, the reaction mixture was diluted with CH2Cl2 and washed sequentially with 0.5N HCl, saturated sodium bicarbonate solution and brine, dried (MgSO4) and concentrated under reduced pressure. To a stirred solution of the residue in 1,4-dioxane was added 2,3-dichloro-5,6-dicy... The reactants are CC(C)(C)OC(=O)N1CCC(n2ncc3c(Cl)ncnc32)CC1, O=C([O-])[O-], [K+], [K+], Oc1ccc(-n2ncnn2)cc1. The product is CC(C)(C)OC(=O)N1CCC(n2ncc3c(Oc4ccc(-n5ncnn5)cc4)ncnc32)CC1. Reaction SMILES: [C:1]([CH3:2])([CH3:3])([CH3:4])[O:5][C:6](=[O:7])[N:8]1[CH2:9][CH2:10][CH:11]([n:14]2[n:15][cH:16][c:17]3[c:18]2[n:19][cH:20][n:21][c:22]3[Cl:23])[CH2:12][CH2:13]1.[C:36](=[O:37])([O-:38])[O-:39].[K+:40].[K+:41].[n:24]1[n:25](-[c:29]2[cH:30][cH:31][c:32]([OH:35])[cH:33][cH:34]2)[n:26][n:27][cH:28]1>>[C:1]([CH3:2])([CH3:3])([CH3:4])[O:5][C:6](=[O:7])[N:8]1[CH2:9][CH2:10][CH:11]([n:14]2[n:15][cH:16][c:17]3[c:18]2[n:19][cH:20][n:21][c:22]3[O:35][c:32]2[cH:31][cH:30][c:29](-[n:25]3[n:24][cH:28][n:27][n:26]3)[cH:34][cH:33]2)[CH2:12][CH2:13]1. Reactants: O=[N+]([O-])c1ccc(-n2nnnc2-c2ccccc2Br)cc1, O=C([O-])[O-], CCc1cc(OCc2ccc(B3OCC(C)(C)CO3)cc2)c2ccccc2n1, Cc1ccccc1, CO, [K+], [K+], O, c1ccc(P(c2ccccc2)(c2ccccc2)[Pd](P(c2ccccc2)(c2ccccc2)c2ccccc2)(P(c2ccccc2)(c2ccccc2)c2ccccc2)P(c2ccccc2)(c2ccccc2)c2ccccc2)cc1. Yields the product CCc1cc(OCc2ccc(-c3ccccc3-c3nnnn3-c3ccc([N+](=O)[O-])cc3)cc2)c2ccccc2n1. Reaction SMILES: [Br:7][c:8]1[c:9](-[c:14]2[n:15][n:16][n:17][n:18]2-[c:19]2[cH:20][cH:21][c:22]([N+:25](=[O:26])[O-:27])[cH:23][cH:24]2)[cH:10][cH:11][cH:12][cH:13]1.[C:1](=[O:2])([O-:3])[O-:4].[CH2:29]([CH3:30])[c:31]1[n:32][c:33]2[cH:34][cH:35][cH:36][cH:37][c:38]2[c:39]([O:41][CH2:42][c:43]2[cH:44][cH:45][c:46]([B:49]3[O:50][CH2:51][C:52]([CH3:53])([CH3:54])[CH2:55][O:56]3)[cH:47][cH:48]2)[cH:40]1.[CH3:134][c:135]1[cH:136][cH:137][cH:138][cH:139][cH:140]1.[CH3:141][OH:142].[K+:5].[K+:6].[OH2:28].[cH:57]1[cH:58][cH:59][c:60]([P:61]([Pd:62]([P:63]([c:64]2[cH:65][cH:66][cH:67][cH:68][cH:69]2)([c:70]2[cH:71][cH:72][cH:73][cH:74][cH:75]2)[c:76]2[cH:77][cH:78][cH:79][cH:80][cH:81]2)([P:82]([c:83]2[cH:84][cH:85][cH:86][cH:87][cH:88]2)([c:89]2[cH:90][cH:91][cH:92][cH:93][cH:94]2)[c:95]2[cH:96][cH:97][cH:98][cH:99][cH:100]2)[P:101]([c:102]2[cH:103][cH:104][cH:105][cH:106][cH:107]2)([c:108]2[cH:109][cH:110][cH:111][cH:112][cH:113]2)[c:114]2[cH:115][cH:116][cH:117][cH:118][cH:119]2)([c:120]2[cH:121][cH:122][cH:123][cH:124][cH:125]2)[c:126]2[cH:127][cH:128][cH:129][cH:130][cH:131]2)[cH:132][cH:133]1>>[c:8]1(-[c:46]2[cH:45][cH:44][c:43]([CH2:42][O:41][c:39]3[c:38]4[c:33]([n:32][c:31]([CH2:29][CH3:30])[cH:40]3)[cH:34][cH:35][cH:36][cH:37]4)[cH:48][cH:47]2)[c:9](-[c:14]2[n:15][n:16][n:17][n:18]2-[c:19]2[cH:20][cH:21][c:22]([N+:25](=[O:26])[O-:27])[cH:23][cH:24]2)[cH:10][cH:11][cH:12][cH:13]1.